This data is from the Open Reaction Database (ORD), a public repository of structured organic reaction records. The task is: describe an organic reaction: reactants, conditions, products, and yield Reactants: N1C(C2(C3=CC=CC=C13)COC=1C2=CC2=C(OCO2)C1)=O (spiro[furo[2,3-f][1,3]benzodioxole-7,3′-indol]-2′(1′H)-one), C([O-])([O-])=O.[Cs+].[Cs+] (cesium carbonate), [I-].[K+] (potassium iodide), CC1=CC=C(C=C1)S(=O)(=O)OC[C@@H]1OCCOC1 ((R)-(1,4-dioxan-2-yl)methyl 4-methylbenzenesulfonate). The solvent is CN(C=O)C (N,N-dimethylformamide). Conditions: time 40 minute. The product is O1[C@H](COCC1)CN1C(C2(C3=CC=CC=C13)COC=1C2=CC2=C(OCO2)C1)=O (1′-[(2S)-1,4-dioxan-2-ylmethyl]spiro[furo[2,3-f][1,3]benzodioxole-7,3′-indol]-2′(1′H)-one). Isolated yield 93.1%. As a reaction SMILES: [NH:1]1[C:9]2[C:4](=[CH:5][CH:6]=[CH:7][CH:8]=2)[C:3]2([C:13]3=[CH:14][C:15]4[O:19][CH2:18][O:17][C:16]=4[CH:20]=[C:12]3[O:11][CH2:10]2)[C:2]1=[O:21].C(=O)([O-])[O-].[Cs+].[Cs+].[I-].[K+].CC1C=CC(S(O[CH2:41][C@H:42]2[CH2:47][O:46][CH2:45][CH2:44][O:43]2)(=O)=O)=CC=1>CN(C)C=O>[O:43]1[CH2:44][CH2:45][O:46][CH2:47][C@@H:42]1[CH2:41][N:1]1[C:9]2[C:4](=[CH:5][CH:6]=[CH:7][CH:8]=2)[C:3]2([C:13]3=[CH:14][C:15]4[O:19][CH2:18][O:17][C:16]=4[CH:20]=[C:12]3[O:11][CH2:10]2)[C:2]1=[O:21] |f:1.2.3,4.5|. Reported procedure: A mixture of spiro[furo[2,3-f][1,3]benzodioxole-7,3′-indol]-2′(1′H)-one (0.30 g, 1.07 mmol) and cesium carbonate (0.56 g, 1.71 mmol) in N,N-dimethylformamide (7 mL) was stirred at ambient temperature under nitrogen for 40 min. To this mixture was added potassium iodide (0.05 g, 0.28 mmol) and (R)-(1,4-dioxan-2-yl)methyl 4-methylbenzenesulfonate (0.38 g, 1.40 mmol). The reaction was warmed to 60° C. and stirred for 2 h. The solvent was removed under reduced pressure, and the residue was suspended... Starting materials: Cl.IC1=CC=C(C=C1)NN (4-Iodophenylhydrazine hydrochloride), FC(C(=O)[O-])(F)F (trifluoroacetate), Cl.CN1CCC(CC1)=O (N-methyl-4-piperidone hydrochloride), FC1=C(CCBr)C=CC=C1 (2-fluorophenethylbromide), C(C)NCC (diethyl amine). Solvent: C(C)O (ethanol). The product is FC1=C(CCN2C3=C(C=4C=C(C=CC24)I)CN(CC3)C)C=CC=C1 (5-(2-fluorophenethyl)-2,3,4,5-tetrahydro-8-iodo-2-methyl-1H-pyrido[4,3-b]indole). Yield: 0.5%. Reaction SMILES: Cl.[I:2][C:3]1[CH:8]=[CH:7][C:6]([NH:9]N)=[CH:5][CH:4]=1.[F:11][C:12]1[CH:20]=[CH:19][CH:18]=[CH:17][C:13]=1[CH2:14][CH2:15]Br.C(NCC)C.Cl.[CH3:27][N:28]1[CH2:33][CH2:32][C:31](=O)[CH2:30][CH2:29]1.FC(F)(F)C([O-])=O>C(O)C>[F:11][C:12]1[CH:20]=[CH:19][CH:18]=[CH:17][C:13]=1[CH2:14][CH2:15][N:9]1[C:6]2[CH:7]=[CH:8][C:3]([I:2])=[CH:4][C:5]=2[C:30]2[CH2:29][N:28]([CH3:27])[CH2:33][CH2:32][C:31]1=2 |f:0.1,4.5|. Procedure: Preparation of the title compound was carried out according to General Method 8. 4-Iodophenylhydrazine hydrochloride (500 mg, 2.1 mmol), 2-fluorophenethylbromide (0.3 ml, 2.1 mmol), diethyl amine (0.8 ml, 6.3 mmol) and N-methyl-4-piperidone hydrochloride (312 mg, 2.1 mmol) were taken in ethanol (10 ml) to obtain 5 mg of 5-(2-fluorophenethyl)-2,3,4,5-tetrahydro-8-iodo-2-methyl-1H-pyrido[4,3-b]indole as a trifluoroacetate salt after purification by reverse-phase chromatography (C-18, 500 mm×50 mm,... The reactants are C1CCNCC1, CC(=O)OC(C)(C)C(=O)Cl, Nc1cc2c(cc1F)CC(=O)N2, C1CCOC1. The product is CC(=O)OC(C)(C)C(=O)Nc1cc2c(cc1F)CC(=O)N2. Reaction SMILES: [CH2:13]1[CH2:14][CH2:15][NH:16][CH2:17][CH2:18]1.[Cl:19][C:20](=[O:21])[C:22]([CH3:23])([CH3:24])[O:25][C:26]([CH3:27])=[O:28].[F:1][c:2]1[cH:3][c:4]2[c:8]([cH:9][c:10]1[NH2:11])[NH:7][C:6](=[O:12])[CH2:5]2.[O:29]1[CH2:30][CH2:31][CH2:32][CH2:33]1>>[F:1][c:2]1[cH:3][c:4]2[c:8]([cH:9][c:10]1[NH:11][C:20](=[O:21])[C:22]([CH3:23])([CH3:24])[O:25][C:26]([CH3:27])=[O:28])[NH:7][C:6](=[O:12])[CH2:5]2. Starting materials: FC(C(=O)NCCC=1SC=CC1)(F)F (2,2,2-Trifluoro-N-(2-thiophen-2-yl-ethyl)-acetamide), O=P12OP3(=O)OP(=O)(O1)OP(=O)(O2)O3 (phosphorus pentoxide). The product is CC1=NCCC2=C1C=CS2 (4-Methyl-6,7-dihydro-thieno[3,2-c]pyridine). Isolated yield 25.0%. Reaction SMILES: F[C:2](F)(F)[C:3]([NH:5][CH2:6][CH2:7][C:8]1[S:9][CH:10]=[CH:11][CH:12]=1)=O.O=P12OP3(OP(OP(O3)(O1)=O)(=O)O2)=O>>[CH3:2][C:3]1[C:12]2[CH:11]=[CH:10][S:9][C:8]=2[CH2:7][CH2:6][N:5]=1. Procedure details: In close analogy to the procedure described above, 2,2,2-Trifluoro-N-(2-thiophen-2-yl-ethyl)-acetamide is reacted with phosphorus pentoxide to provide the title compound. The reactants are ClCCl, O=C(O)CC1Cc2ccccc2C1, CCOC(C)=O, N, O=S(Cl)Cl. Yields the product NC(=O)CC1Cc2ccccc2C1. As a reaction SMILES: [CH2:19]([Cl:20])[Cl:21].[CH2:1]1[CH:2]([CH2:10][C:11](=[O:12])[OH:13])[CH2:3][c:4]2[cH:5][cH:6][cH:7][cH:8][c:9]21.[CH3:22][CH2:23][O:24][C:25](=[O:26])[CH3:27].[NH3:18].[S:14]([Cl:15])([Cl:16])=[O:17]>>[CH2:1]1[CH:2]([CH2:10][C:11](=[O:13])[NH2:18])[CH2:3][c:4]2[cH:5][cH:6][cH:7][cH:8][c:9]21. The reactants are [Sn](Cl)(Cl)(Cl)Cl (Tin tetrachloride), CC=CC1=CC2=C(S1)C=CC=C2 (2-all-3-yl-benzo[b]thiophene), C(C1=CC=C(C=C1)OC)(=O)Cl (anisoyl chloride), ClCCl (dichloromethane). Run in O (water). Reaction conditions: temperature 0 celsius, time 5 hour. Product: CC=CC1=C(C2=C(S1)C=CC=C2)C(=O)C2=CC=C(C=C2)OC ((2-All-3-yl-benzo[b]thiophen-3-yl)-(4-methoxy-phenyl)-methanone). Isolated yield 71.3%. RXN SMILES: [Sn](Cl)(Cl)(Cl)Cl.[CH3:6][CH:7]=[CH:8][C:9]1[S:13][C:12]2[CH:14]=[CH:15][CH:16]=[CH:17][C:11]=2[CH:10]=1.[C:18](Cl)(=[O:27])[C:19]1[CH:24]=[CH:23][C:22]([O:25][CH3:26])=[CH:21][CH:20]=1.ClCCl>O>[CH3:6][CH:7]=[CH:8][C:9]1[S:13][C:12]2[CH:14]=[CH:15][CH:16]=[CH:17][C:11]=2[C:10]=1[C:18]([C:19]1[CH:24]=[CH:23][C:22]([O:25][CH3:26])=[CH:21][CH:20]=1)=[O:27]. Reported procedure: Tin tetrachloride (2.83 mL, 24.12 mmol) was added dropwise over a 10 minute period to a stirred solution of 2-all-3-yl-benzo[b]thiophene (3.51 g, 20.1 mmol), anisoyl chloride (3.61 g, 21.1 mmol) and dichloromethane (70 mL) under a dry nitrogen atmosphere. After 5 h., the mixture was warmed up and stirred at 0° C. for 1 h. The reaction mixture was added to water and extracted with ethyl ether. The ethyl ether extract was washed with sat. aq. sodium bicarbonate and brine. Silica gel (100 mL) was a... The reactants are BrC=1C=CC=2N3C4=C(C=C(C=C4C2C1)O)C(C=C3)=O (10-bromo-2-hydroxy-4H-pyrido[3,2,1-jk]carbazole-4-one), ice water, C([O-])([O-])=O.[K+].[K+] (potassium carbonate), BrCC(=O)OC(C)C (i-propyl bromoacetate), [I-].[K+] (potassium iodide). Run in CS(=O)C (dimethyl sulfoxide). Reaction conditions: time 30 minute. Yields the product BrC=1C=CC=2N3C4=C(C=C(C=C4C2C1)OCC(=O)OC(C)C)C(C=C3)=O (10-bromo-2-i-propoxycarbonylmethyloxy-4H-pyrido[3,2,1-jk]carbazole-4-one). Yield: 51.0%. RXN SMILES: [Br:1][C:2]1[CH:3]=[CH:4][C:5]2[N:6]3[CH:18]=[CH:17][C:16](=[O:19])[C:8]4[CH:9]=[C:10]([OH:15])[CH:11]=[C:12]([C:13]=2[CH:14]=1)[C:7]3=4.C(=O)([O-])[O-].[K+].[K+].Br[CH2:27][C:28]([O:30][CH:31]([CH3:33])[CH3:32])=[O:29].[I-].[K+]>CS(C)=O>[Br:1][C:2]1[CH:3]=[CH:4][C:5]2[N:6]3[CH:18]=[CH:17][C:16](=[O:19])[C:8]4[CH:9]=[C:10]([O:15][CH2:27][C:28]([O:30][CH:31]([CH3:33])[CH3:32])=[O:29])[CH:11]=[C:12]([C:13]=2[CH:14]=1)[C:7]3=4 |f:1.2.3,5.6|. Reported procedure: 10-bromo-2-hydroxy-4H-pyrido[3,2,1-jk]carbazole-4-one (3 g) obtained in Example 59 was suspended in dimethyl sulfoxide (120 ml), and potassium carbonate (2.6 g) was added to the suspension. The mixture was stirred at room temperature for 30 minutes and i-propyl bromoacetate (1.4 ml) and potassium iodide (1 grain) were added in succession to the mixture. The mixture was stirred at room temperature for 12 hours, and the reaction mixture was poured into ice water (500 ml), and the crystals precipit...